This data is from the Open Reaction Database (ORD), a public repository of structured organic reaction records. The task is: describe an organic reaction: reactants, conditions, products, and yield Reactants: COC(C(=O)O)(C)C1=CC=CC2=CC=CC=C12 (2-Methoxy-2-(1-naphtyl)propionic acid), NCC1=CC=C(C#N)C=C1 (4-aminomethyl benzonitrile). The product is C(#N)C1=CC=C(CNC(C(C)(C2=CC=CC3=CC=CC=C23)OC)=O)C=C1 ((RS)-N-(4-cyano-benzyl)-2-methoxy-2-naphthalen-1-yl-propionamide). RXN SMILES: [CH3:1][O:2][C:3]([C:8]1[C:17]2[C:12](=[CH:13][CH:14]=[CH:15][CH:16]=2)[CH:11]=[CH:10][CH:9]=1)([CH3:7])[C:4]([OH:6])=O.[NH2:18][CH2:19][C:20]1[CH:27]=[CH:26][C:23]([C:24]#[N:25])=[CH:22][CH:21]=1>>[C:19]([C:20]1[CH:27]=[CH:26][C:23]([CH2:24][NH:25][C:4](=[O:6])[C:3]([O:2][CH3:1])([C:8]2[C:17]3[C:12](=[CH:13][CH:14]=[CH:15][CH:16]=3)[CH:11]=[CH:10][CH:9]=2)[CH3:7])=[CH:22][CH:21]=1)#[N:18]. Reported procedure: 2-Methoxy-2-(1-naphtyl)propionic acid was coupled with 4-aminomethyl benzonitrile according to general procedure B to give (RS)-N-(4-cyano-benzyl)-2-methoxy-2-naphthalen-1-yl-propionamide. Colorless foam. MS 345.2 ([M+H]+)